The task is: describe an organic reaction: reactants, conditions, products, and yield. This data is from the Open Reaction Database (ORD), a public repository of structured organic reaction records. Reactants: COC(=O)C(CC1CCCC1)c1cccc(OC)c1, CO, [Na+], C1CCOC1, [OH-], O, O. Product: COc1cccc(C(CC2CCCC2)C(=O)O)c1. Reaction SMILES: [CH3:1][O:2][C:3]([CH:4]([CH2:5][CH:6]1[CH2:7][CH2:8][CH2:9][CH2:10]1)[c:11]1[cH:12][c:13]([O:17][CH3:18])[cH:14][cH:15][cH:16]1)=[O:19].[CH3:23][OH:24].[Na+:21].[O:26]1[CH2:27][CH2:28][CH2:29][CH2:30]1.[OH-:20].[OH2:22].[OH2:25]>>[O:2]=[C:3]([CH:4]([CH2:5][CH:6]1[CH2:7][CH2:8][CH2:9][CH2:10]1)[c:11]1[cH:12][c:13]([O:17][CH3:18])[cH:14][cH:15][cH:16]1)[OH:19]. The reactants are CN(/C=C/C(=O)C1=CC=C(C(=O)OCC)C=C1)C (ethyl 4-[(2E)-3-(dimethylamino)prop-2-enoyl]benzoate), C([O-])([O-])=O.[K+].[K+] (potassium carbonate), C(N)(=N)NC1=CC=C(C(=O)N)C=C1 (4-(amidinoamino)benzamide). Solvent: CCOCC (ether). The product is C(N)(=O)C1=CC=C(C=C1)NC1=NC=CC(=N1)C1=CC=C(C(=O)OCC)C=C1 (ethyl 4-{2-[(4-carbamoylphenyl)amino]pyrimidin-4-yl}benzoate). Isolated yield 46.0%. Reaction SMILES: CN(C)/[CH:3]=[CH:4]/[C:5]([C:7]1[CH:17]=[CH:16][C:10]([C:11]([O:13][CH2:14][CH3:15])=[O:12])=[CH:9][CH:8]=1)=O.C(=O)([O-])[O-].[K+].[K+].[C:25]([NH:28][C:29]1[CH:37]=[CH:36][C:32]([C:33]([NH2:35])=[O:34])=[CH:31][CH:30]=1)(=[NH:27])[NH2:26]>CCOCC>[C:33]([C:32]1[CH:36]=[CH:37][C:29]([NH:28][C:25]2[N:26]=[C:5]([C:7]3[CH:17]=[CH:16][C:10]([C:11]([O:13][CH2:14][CH3:15])=[O:12])=[CH:9][CH:8]=3)[CH:4]=[CH:3][N:27]=2)=[CH:30][CH:31]=1)(=[O:34])[NH2:35] |f:1.2.3|. Reported procedure: A mixture of ethyl 4-acetylbenzoate (3.00 g, 15.62 mmol) and N,N-dimethylformamide dimethyl acetal (6.2 g, 52.10 mmol) was refluxed for 18 hours, cooled and concentrated to give ethyl 4-[(2E)-3-(dimethylamino)prop-2-enoyl]benzoate quantitatively. A solution of ethyl 4-[(2E)-3-(dimethylamino)prop-2-enoyl]benzoate, potassium carbonate (3.55 g, 25.74 mmol), and 4-(amidinoamino)benzamide (3.10 g, 12.87 mmol) in ETOH (120 mL) was refluxed for 18 hours. The mixture was cooled, filtered, and washed wit... Starting materials: C(C=C)(=O)OCC (ethyl acrylate), [O-2].[Zn+2] (zinc oxide), naphthenic acid, methoxy polyethyleneglycol methacrylate, C(C=C)(=O)O (Acrylic acid), [O-2].[Zn+2] (Zinc oxide), Naphthenic acid. Run in C=1(C(=CC=CC1)C)C.C(CCC)O.O (xylene n-butanol water), C=1(C(=CC=CC1)C)C.C(CCC)O (xylene n-butanol). Reaction conditions: temperature 95 celsius. Product: C(C=C)(=O)[O-].[Zn+2].C(C=C)(=O)[O-] (zinc acrylate). As a reaction SMILES: [O-2].[Zn+2:2].[C:3]([OH:7])(=[O:6])[CH:4]=[CH2:5].[C:8]([O:12]CC)(=[O:11])[CH:9]=[CH2:10]>C1(C)C(C)=CC=CC=1.C(O)CCC.C1(C)C(C)=CC=CC=1.C(O)CCC.O>[C:3]([O-:7])(=[O:6])[CH:4]=[CH2:5].[Zn+2:2].[C:8]([O-:12])(=[O:11])[CH:9]=[CH2:10] |f:0.1,4.5,6.7.8,9.10.11|. Procedure: A zinc acrylate polymer was prepared by the reaction of zinc oxide and naphthenic acid (acid value 200 mgKOH/g) with a carboxylic acid functional acrylic copolymer based on the monomers; Acrylic acid (18.4 mol %), ethyl acrylate (80.35 mol %) and, methoxy polyethyleneglycol methacrylate (MPEG350) (1.25 mol %). These components were mixed at a 1:1:1 molar ratio (Zinc oxide:Naphthenic acid:polymer carboxylic acid groups) in xylene/n-butanol (4:1 weight ratio) and heated and stirred at 95° C. until... The reactants are 1-cyclopentyl-6-[(3,4-trans)-4-methyl-1-(pyridin-3-ylmethyl)pyrrolidin-3-yl]-1,5-dihydro-4H-pyrazolo[3,4-d]pyrimidin-4-one, C1(CCCC1)N1N=CC2=C1N=C(NC2=O)[C@@H]2CNC[C@H]2C (1-cyclopentyl-6-[(3S,4S)-4-methylpyrrolidin-3-yl]-1H-pyrazolo[3,4-d]pyrimidin-4(5H)-one), N1=CC(=C2N1CCCC2)C=O (4,5,6,7-tetrahydropyrazolo[1,5-a]pyridine-3-carbaldehyde). Product: C1(CCCC1)N1N=CC2=C1N=C(NC2=O)[C@@H]2CN(C[C@H]2C)CC=2C=NN1C2CCCC1 (1-cyclopentyl-6-[(3S,4S)-4-methyl-1-(4,5,6,7-tetrahydropyrazolo[1,5-a]pyridin-3-ylmethyl)pyrrolidin-3-yl]-1,5-dihydro-4H-pyrazolo[3,4-d]pyrimidin-4-one). Reaction SMILES: [CH:1]1([N:6]2[C:10]3[N:11]=[C:12]([C@H:16]4[C@H:20]([CH3:21])[CH2:19][NH:18][CH2:17]4)[NH:13][C:14](=[O:15])[C:9]=3[CH:8]=[N:7]2)[CH2:5][CH2:4][CH2:3][CH2:2]1.[N:22]1[N:26]2[CH2:27][CH2:28][CH2:29][CH2:30][C:25]2=[C:24]([CH:31]=O)[CH:23]=1>>[CH:1]1([N:6]2[C:10]3[N:11]=[C:12]([C@H:16]4[C@H:20]([CH3:21])[CH2:19][N:18]([CH2:31][C:24]5[CH:23]=[N:22][N:26]6[CH2:27][CH2:28][CH2:29][CH2:30][C:25]=56)[CH2:17]4)[NH:13][C:14](=[O:15])[C:9]=3[CH:8]=[N:7]2)[CH2:5][CH2:4][CH2:3][CH2:2]1. Procedure: Following the procedure for the preparation of 1-cyclopentyl-6-[(3,4-trans)-4-methyl-1-(pyridin-3-ylmethyl)pyrrolidin-3-yl]-1,5-dihydro-4H-pyrazolo[3,4-d]pyrimidin-4-one but substituting 1-cyclopentyl-6-[(3S,4S)-4-methylpyrrolidin-3-yl]-1H-pyrazolo[3,4-d]pyrimidin-4(5H)-one and 4,5,6,7-tetrahydropyrazolo[1,5-a]pyridine-3-carbaldehyde provided the title compound. 400 MHz 1H NMR (CDCl3) δ 7.99 (s, 1H), 7.35 (s, 1H), 5.16-5.09 (m, 1H), 4.11-4.06 (m, 2H), 3.68 (d, J=13.3 Hz, 1H), 3.57 (d, J=13.3 Hz,...